This data is from the Open Reaction Database (ORD), a public repository of structured organic reaction records. The task is: describe an organic reaction: reactants, conditions, products, and yield Starting materials: N([C@H](CCCCN)C(=O)N[C@@H](CCCNC(N)=N)C(=O)N[C@@H](CCC(O)=O)C(=O)N[C@@H](C(C)C)C(=O)N[C@@H](CC1=CC=C(C=C1)O)C(=O)OC)C(=O)OCC1=CC=CC=C1.CC(=O)O (Z-D-Lys-Arg-Glu-Val-Tyr-OMe acetate). Solvent: C(C)(=O)O (acetic acid). Product: N[C@H](CCCCN)C(=O)N[C@@H](CCCNC(N)=N)C(=O)N[C@@H](CCC(O)=O)C(=O)N[C@@H](C(C)C)C(=O)N[C@@H](CC1=CC=C(C=C1)O)C(=O)OC.CC(=O)O (D-Lys-Arg-Glu-Val-Tyr-OMe acetate). Reaction SMILES: [NH:1](C(OCC1C=CC=CC=1)=O)[C@@H:2]([C:8]([NH:10][C@H:11]([C:19]([NH:21][C@H:22]([C:28]([NH:30][C@H:31]([C:35]([NH:37][C@H:38]([C:47]([O:49][CH3:50])=[O:48])[CH2:39][C:40]1[CH:45]=[CH:44][C:43]([OH:46])=[CH:42][CH:41]=1)=[O:36])[CH:32]([CH3:34])[CH3:33])=[O:29])[CH2:23][CH2:24][C:25](=[O:27])[OH:26])=[O:20])[CH2:12][CH2:13][CH2:14][NH:15][C:16](=[NH:18])[NH2:17])=[O:9])[CH2:3][CH2:4][CH2:5][CH2:6][NH2:7].[CH3:61][C:62]([OH:64])=[O:63]>C(O)(=O)C>[NH2:1][C@@H:2]([C:8]([NH:10][C@H:11]([C:19]([NH:21][C@H:22]([C:28]([NH:30][C@H:31]([C:35]([NH:37][C@H:38]([C:47]([O:49][CH3:50])=[O:48])[CH2:39][C:40]1[CH:45]=[CH:44][C:43]([OH:46])=[CH:42][CH:41]=1)=[O:36])[CH:32]([CH3:34])[CH3:33])=[O:29])[CH2:23][CH2:24][C:25](=[O:26])[OH:27])=[O:20])[CH2:12][CH2:13][CH2:14][NH:15][C:16](=[NH:17])[NH2:18])=[O:9])[CH2:3][CH2:4][CH2:5][CH2:6][NH2:7].[CH3:61][C:62]([OH:64])=[O:63] |f:0.1,3.4|. Procedure details: 2 g (2.2 mmoles) of Z-D-Lys-Arg-Glu-Val-Tyr-OMe acetate are subjected to catalytic hydrogenation in 90 percent acetic acid and the product is worked up analogously to Example 25 I. Yield 1.8 g (98%). 800 mg are purified further by being chromatographed on a hydroxypropylated, crosslinked dextran gel (approx. 120 g, column: 90×2.5 cm) in 90 percent strength methanol. Yield 500 mg. Reactants: [Si](C)(C)(C(C)(C)C)OCCN1N=C(C=C1)N (1-(2-(tert-Butyldimethylsilyloxy)ethyl)-1H-pyrazol-3-amine), [N+](=O)([O-])C1=CC=C(C=N1)N1CC(C1)O (1-(6-Nitropyridin-3-yl)azetidin-3-ol). Product: NC1=CC=C(C=N1)N1CC(C1)O (1-(6-Aminopyridin-3-yl)azetidin-3-ol). Isolated yield 95.1%. Reaction SMILES: [Si](OCCN1C=CC(N)=N1)(C(C)(C)C)(C)C.[N+:17]([C:20]1[N:25]=[CH:24][C:23]([N:26]2[CH2:29][CH:28]([OH:30])[CH2:27]2)=[CH:22][CH:21]=1)([O-])=O>>[NH2:17][C:20]1[N:25]=[CH:24][C:23]([N:26]2[CH2:27][CH:28]([OH:30])[CH2:29]2)=[CH:22][CH:21]=1. Procedure: Using the same general procedure for the preparation of 119b, reduction of 120a (1.43 g, 7.32 mmol) gave a 95% yield (1.15 g) of 120b as a yellow semi-solid: 1H NMR (500 MHz, DMSO-d6) δ 7.22 (d, 1H, J=2.5 Hz), 6.69 (m, 1H), 6.35 (d, 1H, J=8.0 Hz), 5.16 (s, 1H), 4.48 (m, 1H), 3.96 (m, 2H), 3.34 (m, 2H); MS (ESI+) m/z 166.2 (M+H).